This data is from the Open Reaction Database (ORD), a public repository of structured organic reaction records. The task is: describe an organic reaction: reactants, conditions, products, and yield Starting materials: BrC1=COC=C1 (3-bromofuran), [Cl-].[NH4+] (ammonium chloride), C(CCC)[Li] (n-butyllithium), CC1=NOC2=C1CCCC2=O (4,5,6,7-tetrahydro-3-methyl-benzisoxazol-7-one). Run in CCOCC (ether), CCCCCC (hexane). Conditions: time 10 minute. Yields the product O1C=C(C=C1)C1(CCCC=2C(=NOC21)C)O (7-(3-furyl)-3-methyl-4,5,6,7-tetrahydrobenzisoxazol-7-ol). The yield is 96.3%. Reaction SMILES: C([Li])CCC.Br[C:7]1[CH:11]=[CH:10][O:9][CH:8]=1.[CH3:12][C:13]1[C:17]2[CH2:18][CH2:19][CH2:20][C:21](=[O:22])[C:16]=2[O:15][N:14]=1.[Cl-].[NH4+]>CCCCCC.CCOCC>[O:9]1[CH:10]=[CH:11][C:7]([C:21]2([OH:22])[C:16]3[O:15][N:14]=[C:13]([CH3:12])[C:17]=3[CH2:18][CH2:19][CH2:20]2)=[CH:8]1 |f:3.4|. Procedure: To a solution of 4 ml (0.04 mol) of 10M n-butyllithium in hexane cooled to -78° C. was added 3.59 ml (0.04 mol) of 3-bromofuran in 100 ml of ether and the mixture was stirred for 10 min. To the above cooled solution was added 5.49 g (0.036 mol) 4,5,6,7-tetrahydro-3-methyl-benzisoxazol-7-one and the mixture was allowed to warm to room temperature, and then stirred for 1 h. To the mixture was added saturated ammonium chloride solution and the resulting mixture was extracted with ethyl acetate (3×1... The reactants are BrCC(=O)C1=CC=C(C=C1)O (2-bromo-4′-hydroxyacetophenone), NC1=NC=C(C=C1)I (2-amino-5-iodopyridine). Run in C(C)#N (acetonitrile). Yields the product Br.OC1=CC=C(C=C1)C=1N=C2N(C=C(C=C2)I)C1 (2-(4′-hydroxyphenyl)-6-iodoimidazo[1,2-a]pyridine hydrobromide salt). Reaction SMILES: [Br:1][CH2:2][C:3]([C:5]1[CH:10]=[CH:9][C:8]([OH:11])=[CH:7][CH:6]=1)=O.[NH2:12][C:13]1[CH:18]=[CH:17][C:16]([I:19])=[CH:15][N:14]=1>C(#N)C>[BrH:1].[OH:11][C:8]1[CH:9]=[CH:10][C:5]([C:3]2[N:12]=[C:13]3[CH:18]=[CH:17][C:16]([I:19])=[CH:15][N:14]3[CH:2]=2)=[CH:6][CH:7]=1 |f:3.4|. Procedure: First, 2-bromo-4′-hydroxyacetophenone and 2-amino-5-iodopyridine are dissolved in an inactive solvent such as acetonitrile, and are allowed to react with each other at a reflux temperature for 2 to 6 hours to produce 2-(4′-hydroxyphenyl)-6-iodoimidazo[1,2-a]pyridine hydrobromide salt as white precipitates. The solvent used in this instance may be acetonitrile or another solvent that is usually employed in a similar reaction, for example, methanol and acetone. The reaction temperature may be a te... Reactants: C(C1=CC=CC=C1)OC1=C(C(=CC=C1)O)C(C)=O (2′-benzyloxy-6′-hydroxyacetophenone), Cl (hydrochloric acid), [OH-].[K+] (potassium hydroxide), C1(=CC=C(C=C1)C=O)C (p-tolualdehyde). The solvent is C(C)O (ethanol), O (water). Conditions: time 10 minute. Yields the product C(C1=CC=CC=C1)OC1=C(C(C=CC2=CC=C(C=C2)C)=O)C(=CC=C1)O (2′-Benzyloxy-6′-hydroxy-4-methylchalcone). As a reaction SMILES: [CH2:1]([O:8][C:9]1[CH:14]=[CH:13][CH:12]=[C:11]([OH:15])[C:10]=1[C:16](=[O:18])[CH3:17])[C:2]1[CH:7]=[CH:6][CH:5]=[CH:4][CH:3]=1.[OH-].[K+].[C:21]1([CH3:29])[CH:26]=[CH:25][C:24]([CH:27]=O)=[CH:23][CH:22]=1.Cl>C(O)C.O>[CH2:1]([O:8][C:9]1[CH:14]=[CH:13][CH:12]=[C:11]([OH:15])[C:10]=1[C:16](=[O:18])[CH:17]=[CH:29][C:21]1[CH:26]=[CH:25][C:24]([CH3:27])=[CH:23][CH:22]=1)[C:2]1[CH:3]=[CH:4][CH:5]=[CH:6][CH:7]=1 |f:1.2|. Procedure details: To a suspension of 2′-benzyloxy-6′-hydroxyacetophenone (0.5 g) in ethanol (10 mL)-water (3 mL) was added potassium hydroxide (1.39 g), and the mixture was stirred at room temperature for 10 minutes. To the reaction mixture was added p-tolualdehyde (0.37 mL), and the mixture was stirred at room temperature for 45 minutes. The reaction mixture was acidified by addition of 2 mol/L hydrochloric acid (12.5 mL), and the precipitated crystals were collected by filtration. The crystals were washed with ... The reactants are CO, Cl, [Na+], [OH-], COC(=O)c1cc(-c2ccc(C)cc2)nc(C(C)(C)O)c1. Yields the product [Cl-], [Na+], Cc1ccc(-c2cc(C(=O)O)cc(C(C)(C)O)n2)cc1. As a reaction SMILES: [CH3:25][OH:26].[ClH:24].[Na+:23].[OH-:22].[OH:1][C:2]([CH3:3])([CH3:4])[c:5]1[n:6][c:7](-[c:15]2[cH:16][cH:17][c:18]([CH3:21])[cH:19][cH:20]2)[cH:8][c:9]([C:11](=[O:12])[O:13][CH3:14])[cH:10]1>>[Cl-:24].[Na+:23].[OH:1][C:2]([CH3:3])([CH3:4])[c:5]1[n:6][c:7](-[c:15]2[cH:16][cH:17][c:18]([CH3:21])[cH:19][cH:20]2)[cH:8][c:9]([C:11](=[O:12])[OH:13])[cH:10]1. Reactants: C(C)(C)(C)C1=CC=C(C=C1)S(=O)(=O)NC=1C=C(C(=O)O)C=C(C1OC1=CC(=CC=C1)OC)OCCO (3-(4-tert-butyl-benzenesulphonylamino)-5-(2-hydroxy-ethoxy)-4-(3-methoxy-phenoxy)-benzoic acid), NC1=C(C=CC=C1)C1=CC=CC=C1 (2-aminobiphenyl). The product is C1(=C(C=CC=C1)NC(C1=CC(=C(C(=C1)OCCO)OC1=CC(=CC=C1)OC)NS(=O)(=O)C1=CC=C(C=C1)C(C)(C)C)=O)C1=CC=CC=C1 (N-biphenyl-2-yl-3-(4-tert-butyl-benzenesulphonylamino)-5-(2-hydroxy-ethoxy)-4-(3-methoxy-phenoxy)-benzamide). Reaction SMILES: [C:1]([C:5]1[CH:10]=[CH:9][C:8]([S:11]([NH:14][C:15]2[CH:16]=[C:17]([CH:21]=[C:22]([O:33][CH2:34][CH2:35][OH:36])[C:23]=2[O:24][C:25]2[CH:30]=[CH:29][CH:28]=[C:27]([O:31][CH3:32])[CH:26]=2)[C:18](O)=[O:19])(=[O:13])=[O:12])=[CH:7][CH:6]=1)([CH3:4])([CH3:3])[CH3:2].[NH2:37][C:38]1[CH:43]=[CH:42][CH:41]=[CH:40][C:39]=1[C:44]1[CH:49]=[CH:48][CH:47]=[CH:46][CH:45]=1>>[C:39]1([C:44]2[CH:45]=[CH:46][CH:47]=[CH:48][CH:49]=2)[CH:40]=[CH:41][CH:42]=[CH:43][C:38]=1[NH:37][C:18](=[O:19])[C:17]1[CH:21]=[C:22]([O:33][CH2:34][CH2:35][OH:36])[C:23]([O:24][C:25]2[CH:30]=[CH:29][CH:28]=[C:27]([O:31][CH3:32])[CH:26]=2)=[C:15]([NH:14][S:11]([C:8]2[CH:7]=[CH:6][C:5]([C:1]([CH3:3])([CH3:2])[CH3:4])=[CH:10][CH:9]=2)(=[O:13])=[O:12])[CH:16]=1. Reported procedure: Analogously to Example 74, by condensing 3-(4-tert-butyl-benzenesulphonylamino)-5-(2-hydroxy-ethoxy)-4-(3-methoxy-phenoxy)-benzoic acid with 2-aminobiphenyl there was obtained N-biphenyl-2-yl-3-(4-tert-butyl-benzenesulphonylamino)-5-(2-hydroxy-ethoxy)-4-(3-methoxy-phenoxy)-benzamide. RXN SMILES: [Cl:1][C:2]1[CH:3]=[C:4]([NH:9][C:10]2[N:19]=[C:18]([OH:20])[C:17]3[C:12](=[C:13]([CH2:24][CH2:25][C:26]([OH:28])=O)[CH:14]=[C:15]([N+:21]([O-:23])=[O:22])[CH:16]=3)[N:11]=2)[CH:5]=[CH:6][C:7]=1[Cl:8].COC(=O)CCC1C=C([N+]([O-])=O)C=C2C=1N=C(Cl)N=C2O.Cl[C:51]1[CH:52]=[C:53]([CH:55]=[CH:56][C:57]=1[Cl:58])[NH2:54].[OH-].[Li+].Cl>CN1CCCC1=O.O1CCCC1.O>[Cl:58][C:57]1[CH:56]=[CH:55][C:53]([NH:54][C:26](=[O:28])[CH2:25][CH2:24][C:13]2[CH:14]=[C:15]([N+:21]([O-:23])=[O:22])[CH:16]=[C:17]3[C:12]=2[N:11]=[C:10]([NH:9][C:4]2[CH:5]=[CH:6][C:7]([Cl:8])=[C:2]([Cl:1])[CH:3]=2)[N:19]=[C:18]3[OH:20])=[CH:52][CH:51]=1 |f:3.4|. Solvent: CN1C(CCC1)=O (1-methyl-2-pyrrolidinone), O1CCCC1 (tetrahydrofuran), O (water). Reactants: COC(CCC=1C=C(C=C2C(=NC(=NC12)Cl)O)[N+](=O)[O-])=O (3-(2-chloro-4-hydroxy-6-nitroquinazolin-8-yl)propionic acid methyl ester), ClC=1C=C(N)C=CC1Cl (3,4-dichloroaniline), ClC=1C=C(C=CC1Cl)NC1=NC2=C(C=C(C=C2C(=N1)O)[N+](=O)[O-])CCC(=O)O (3-[2-(3,4-Dichlorophenylamino)-4-hydroxy-6-nitro-quinazolin-8-yl]propionicacid), [OH-].[Li+] (lithium hydroxide), Cl (hydrochloric acid). Reported procedure: 3-[2-(3,4-Dichlorophenylamino)-4-hydroxy-6-nitro-quinazolin-8-yl]propionicacid. To a solution of 3-(2-chloro-4-hydroxy-6-nitroquinazolin-8-yl)propionic acid methyl ester (0.536 g) in 1-methyl-2-pyrrolidinone (10 mL) was added 3,4-dichloroaniline (0.890 g). The reaction mixture was heated to 125° C. for 6 h, then cooled to room temperature and stirred for 48 h. The solvent was removed in vacuo and the residue was diluted with water (20 mL). The precipitate that formed was collected via filtration... Reaction conditions: temperature 125 celsius, time 48 hour. The product is ClC1=CC=C(C=C1)NC(CCC=1C=C(C=C2C(=NC(=NC12)NC1=CC(=C(C=C1)Cl)Cl)O)[N+](=O)[O-])=O (N-(4-Chlorophenyl)-3-[2-(3,4-dichlorophenylamino)-4-hydroxy-6-nitroquinazolin-8-yl]-propionamide). The reactants are C1(=CC=CC=C1)OC (Anisole), N1=CC=C(C=C1)C=O (4-pyridine carboxaldehyde), sodium hydroxide ice, S(O)(O)(=O)=O (sulfuric acid), ice. Run at temperature 70 celsius. Product: COC1=CC=C(C=C1)C(C1=CC=NC=C1)C1=CC=C(C=C1)OC (4-[Bis(4-methoxyphenyl)methyl]pyridine). Reaction SMILES: [C:1]1([O:7][CH3:8])[CH:6]=[CH:5][CH:4]=[CH:3][CH:2]=1.S(=O)(=O)(O)O.[N:14]1[CH:19]=[CH:18][C:17]([CH:20]=O)=[CH:16][CH:15]=1>>[CH3:8][O:7][C:1]1[CH:6]=[CH:5][C:4]([CH:20]([C:4]2[CH:5]=[CH:6][C:1]([O:7][CH3:8])=[CH:2][CH:3]=2)[C:17]2[CH:16]=[CH:15][N:14]=[CH:19][CH:18]=2)=[CH:3][CH:2]=1. Procedure details: Anisole, 108.13 g (1.0 mole) was cooled in an ice bath. Concentrated sulfuric acid, 115.3 ml (2.0 mole) was added while stirring the mixture in an ice bath. The temperature rose to 55° C. The reaction was then cooled in the ice bath. To this solution was added 4-pyridine carboxaldehyde, 53.5 g (0.5 mole). The temperature rose to 95° C. and further cooling and stirring brought the temperature down to 20° C. The reaction mixture was heated to 70° C. for 31/2 hr. The red gel was made alkaline with ...